Dataset: the Open Reaction Database (ORD), a public repository of structured organic reaction records. Task: describe an organic reaction: reactants, conditions, products, and yield Starting materials: C(C)(=O)C1=C2C(C(=C(OC2=CC=C1)C1=CC=CC=C1)C(C)=O)=O (di-acetyl flavone), C1CCOC1 (THF), C(=O)([O-])[O-].[K+].[K+] (K2CO3), Cl (HCl). The solvent is CO (methanol). Reaction conditions: time 2 hour. The product is OC=1C=C2C(C=C(OC2=CC1)C1=CC=C(C=C1)CO)=O (6-hydroxy-2-(4-hydroxymethylphenyl)chromen-4-one). Isolated yield 50.0%. RXN SMILES: [C:1]([C:4]1C=[CH:12][CH:11]=[C:10]2[C:5]=1[C:6](=[O:23])[C:7](C(=O)C)=[C:8]([C:14]1[CH:19]=[CH:18][CH:17]=[CH:16][CH:15]=1)[O:9]2)(=[O:3])C.C1C[O:27][CH2:26]C1.C([O-])([O-])=O.[K+].[K+].Cl>CO>[OH:3][C:1]1[CH:4]=[C:5]2[C:10](=[CH:11][CH:12]=1)[O:9][C:8]([C:14]1[CH:15]=[CH:16][C:17]([CH2:26][OH:27])=[CH:18][CH:19]=1)=[CH:7][C:6]2=[O:23] |f:2.3.4|. Procedure details: In a 100 mL round-bottomed flask fitted with condenser and magnetic stirrer were placed 2′-hydroxy-5′-acetoxyacetophenone (2.63 g, 13.54 mmol), 4-acetoxymethyl benzoic acid (2.63 g, 13.54 mmol) and pyridine (20 mL). POCl3 (2.07 g, 13.54 mmol) was added slowly on cooling. Then the reaction mixture was stirred for 24 h at rt under nitrogen. The reaction mixture was poured into ice water and extracted with EtOAc. The organic layer was washed with water, dried and concentrated to give product (3.0 g... Reactants: COC=1C=CC2=C(CCCC(C2)=O)C1 (2-methoxy-5,7,8,9-tetrahydrobenzocyclohepten-6-one), FC(S(=O)(=O)OC1=CC2=C(CCC1)C=C(C=C2)OC)(F)F (2-methoxy-8,9-dihydro-7H-benzocyclohepten-6-yl trifluoromethanesulfonate), C(CCC)[Sn](C1=C(C=C(C=C1)OC)[N+](=O)[O-])(CCCC)CCCC (tributyl(4-methoxy-2-nitrophenyl)tin). The product is COC1=CC2=C(C=C(CCC2)C2=C(C=C(C=C2)OC)[N+](=O)[O-])C=C1 (3-Methoxy-8-(4-methoxy-2-nitrophenyl)-6,7-dihydro-5H-benzocycloheptene). RXN SMILES: [CH3:1][O:2][C:3]1[CH:4]=[CH:5][C:6]2[CH2:12][C:11](=O)[CH2:10][CH2:9][CH2:8][C:7]=2[CH:14]=1.FC(F)(F)S(OC1CCCC2C=C(OC)C=CC=2C=1)(=O)=O.C([Sn](CCCC)(CCCC)[C:41]1[CH:46]=[CH:45][C:44]([O:47][CH3:48])=[CH:43][C:42]=1[N+:49]([O-:51])=[O:50])CCC>>[CH3:1][O:2][C:3]1[CH:4]=[CH:5][C:6]2[CH:12]=[C:11]([C:41]3[CH:46]=[CH:45][C:44]([O:47][CH3:48])=[CH:43][C:42]=3[N+:49]([O-:51])=[O:50])[CH2:10][CH2:9][CH2:8][C:7]=2[CH:14]=1. Reported procedure: Synthesized from 2-methoxy-5,7,8,9-tetrahydrobenzocyclohepten-6-one according to an analogous synthetic method to Preparation Example 82, 2-methoxy-8,9-dihydro-7H-benzocyclohepten-6-yl trifluoromethanesulfonate (3.0 g) and tributyl(4-methoxy-2-nitrophenyl)tin (10.8 g) were used according to an analogous synthetic method to Preparation Example 77 to provide the title compound (2.8 g). Procedure: A stirred mixture of 39.4 g (0.20 mole) of 2-aminobenzophenone and 28.3 g (0.22 mole) of 3-amino-2-chloropyridine was heated at 180° C. under nitrogen atmosphere for 1.5 hr. The mixture was allowed to cool somewhat and 200 ml of methylene chloride was added slowly. After stirring for 3 hr and standing overnight at room temperature, 40.1 g of solid was filtered off and recrystallized twice from methanolisopropyl ether giving 4.3 g, presumably the hydrochloride salt; m.p. 187°-90° C. This solid wa... Yield: 3.6%. Conditions: temperature 180 celsius, time 3 hour. Run in C(Cl)Cl (methylene chloride). As a reaction SMILES: [NH2:1][C:2]1[CH:15]=[CH:14][CH:13]=[CH:12][C:3]=1[C:4]([C:6]1[CH:11]=[CH:10][CH:9]=[CH:8][CH:7]=1)=[O:5].[NH2:16][C:17]1[C:18](Cl)=[N:19][CH:20]=[CH:21][CH:22]=1>C(Cl)Cl>[NH2:16][C:17]1[C:18]([NH:1][C:2]2[CH:15]=[CH:14][CH:13]=[CH:12][C:3]=2[C:4]([C:6]2[CH:11]=[CH:10][CH:9]=[CH:8][CH:7]=2)=[O:5])=[N:19][CH:20]=[CH:21][CH:22]=1. Starting materials: NC1=C(C(=O)C2=CC=CC=C2)C=CC=C1 (2-aminobenzophenone), NC=1C(=NC=CC1)Cl (3-amino-2-chloropyridine). The product is NC=1C(=NC=CC1)NC1=C(C=CC=C1)C(=O)C1=CC=CC=C1 ([2-[(3-Amino-2-pyridinyl)amino]phenyl]phenylmethanone). Starting materials: CO, Cc1nnc(Cc2cc(NC(=O)C(F)(F)F)ccc2S(=O)(=O)Nc2ccc3c(c2)B(O)OC3)o1, [NH4+]. Yields the product Cc1nnc(Cc2cc(N)ccc2S(=O)(=O)Nc2ccc3c(c2)B(O)OC3)o1. As a reaction SMILES: [CH3:36][OH:37].[F:1][C:2]([F:3])([F:4])[C:33]([NH:5][c:6]1[cH:7][c:8]([CH2:26][c:27]2[o:28][c:29]([CH3:32])[n:30][n:31]2)[c:9]([S:12]([NH:13][c:14]2[cH:15][cH:16][c:17]3[c:18]([cH:23]2)[B:19]([OH:22])[O:20][CH2:21]3)(=[O:24])=[O:25])[cH:10][cH:11]1)=[O:34].[NH4+:35]>>[NH2:5][c:6]1[cH:7][c:8]([CH2:26][c:27]2[o:28][c:29]([CH3:32])[n:30][n:31]2)[c:9]([S:12]([NH:13][c:14]2[cH:15][cH:16][c:17]3[c:18]([cH:23]2)[B:19]([OH:22])[O:20][CH2:21]3)(=[O:24])=[O:25])[cH:10][cH:11]1. Starting materials: [Li]CCCC, C#CC(C)(C)C, CCCCCC, C=C(F)C=O, C1CCOC1, O. The product is C=C(F)C(O)C#CC(C)(C)C. As a reaction SMILES: [CH2:13]([Li:14])[CH2:15][CH2:16][CH3:17].[CH3:1][C:2]([C:3]#[CH:4])([CH3:5])[CH3:6].[CH3:7][CH2:8][CH2:9][CH2:10][CH2:11][CH3:12].[F:18][C:19]([CH:20]=[O:21])=[CH2:22].[O:23]1[CH2:24][CH2:25][CH2:26][CH2:27]1.[OH2:28]>>[CH3:1][C:2]([C:3]#[C:4][CH:20]([C:19]([F:18])=[CH2:22])[OH:21])([CH3:5])[CH3:6]. The reactants are C1(=CC=CC=C1)C=NN1C(N(CC1)CCN(C)C)=O (1-phenylmethyleneamino-3-[2-(dimethylamino) ethyl]-2-imidazolidinone), ClC1=CC=C(C=C1)C1=CC=C(O1)C=O (5-(4-chlorophenyl)-2-furancarboxaldehyde), C1(=CC=CC=C1)C=NN1C(N(CC1)CCCCI)=O (1-phenylmethyleneamino-3-(4-iodobutyl)-2-imidazolidinone), [H][H] (hydrogen). The reagents and catalysts are [Pd] (palladium on carbon). The solvent is Cl (HCl), CN(C=O)C (dimethylformamide). Conditions: time 8 hour. The product is Cl.ClC1=CC=C(C=C1)C1=CC=C(O1)C=NN1C(N(CC1)CCN(C)C)=O (1-[[[5-(4-chlorophenyl)-2-furanyl]methylene]amino]-3-[2-(dimethyl amino)ethyl]-2-imidazolidinone hydrochloride). RXN SMILES: C1(C=[N:8][N:9]2[CH2:13][CH2:12][N:11]([CH2:14][CH2:15][N:16]([CH3:18])[CH3:17])[C:10]2=[O:19])C=CC=CC=1.C1(C=NN2CCN(CCCCI)C2=O)C=CC=CC=1.[H][H].[Cl:41][C:42]1[CH:47]=[CH:46][C:45]([C:48]2[O:52][C:51]([CH:53]=O)=[CH:50][CH:49]=2)=[CH:44][CH:43]=1>Cl.[Pd].CN(C)C=O>[ClH:41].[Cl:41][C:42]1[CH:43]=[CH:44][C:45]([C:48]2[O:52][C:51]([CH:53]=[N:8][N:9]3[CH2:13][CH2:12][N:11]([CH2:14][CH2:15][N:16]([CH3:17])[CH3:18])[C:10]3=[O:19])=[CH:50][CH:49]=2)=[CH:46][CH:47]=1 |f:7.8|. Procedure details: A mixture of 1-phenylmethyleneamino-3-[2-(dimethylamino) ethyl]-2-imidazolidinone, prepared as described in Part II above (6.17 g, 0.023 mole) in 2 N HCl (166 ml) is treated with 5% palladium on carbon (50% wet catalyst) (1.3 g). The reaction mixture is reduced on Parr apparatus under hydrogen. The hydrogen uptake stopped after 1/2 hour with 100% of theoretical uptake observed. The catalyst is removed and the filtrate concentrated under reduced pressure to leave a white residue. The residue is t... The reactants are C1CCOC1 (THF), C=1SC=C2C1C1=CC=CC=C1C=1C=CC=CC12 (Phenanthro[9,10-c]thiophene). Yields the product C=1(SC=C2C1C1=CC=CC=C1C=1C=CC=CC12)C=O (phenanthro[9,10-c]thiophene-1-carbaldehyde). The yield is 85.9%. Reaction SMILES: [CH:1]1[S:2][CH:3]=[C:4]2[C:17]3[CH:16]=[CH:15][CH:14]=[CH:13][C:12]=3[C:11]3[C:6](=[CH:7][CH:8]=[CH:9][CH:10]=3)[C:5]=12.C1C[O:21][CH2:20]C1>>[C:1]1([CH:20]=[O:21])[S:2][CH:3]=[C:4]2[C:17]3[CH:16]=[CH:15][CH:14]=[CH:13][C:12]=3[C:11]3[C:6](=[CH:7][CH:8]=[CH:9][CH:10]=3)[C:5]=12. Reported procedure: Phenanthro[9,10-c]thiophene (H. G. Pars Pharmaceutical Laboratories, Inc.) was formylated using the procedure of A. Rieche et al., Chem. Ber. 93, 88 (1960) to give a 85.9% yield of phenanthro[9,10-c]thiophene-1-carbaldehyde, mp 198°-199°, (C,H,S), (THF/95% EtOH). Reactants: O=C1CCN(CC1)C1=CC=C(CC2C(NC(S2)=O)=O)C=C1 (5-[4-(4-Oxo-piperidine-1-yl)-benzyl]-thiazolidine-2,4-dione), NCC(COC=1C=CC(=C(C1)NS(=O)(=O)C1=CC=CC=C1)O)O (N-[5-(3-Amino-2-hydroxy-propoxy)-2-hydroxy-phenyl]-benzenesulfonamide). Product: O=C1SC(C(N1)=O)CC1=CC=C(C=C1)N1CCC(CC1)NC[C@@H](COC=1C=CC(=C(C1)NS(=O)(=O)C1=CC=CC=C1)O)O (N-[5-((2S)-3-{1-[4-(2,4-Dioxo-thiazolidin-5-ylmethyl)-phenyl]-piperidine-4-ylamino}-2-hydroxy-propoxy)-2-hydroxy-phenyl]-benzenesulfonamide). RXN SMILES: O=[C:2]1[CH2:7][CH2:6][N:5]([C:8]2[CH:21]=[CH:20][C:11]([CH2:12][CH:13]3[S:17][C:16](=[O:18])[NH:15][C:14]3=[O:19])=[CH:10][CH:9]=2)[CH2:4][CH2:3]1.[NH2:22][CH2:23][CH:24]([OH:44])[CH2:25][O:26][C:27]1[CH:28]=[CH:29][C:30]([OH:43])=[C:31]([NH:33][S:34]([C:37]2[CH:42]=[CH:41][CH:40]=[CH:39][CH:38]=2)(=[O:36])=[O:35])[CH:32]=1>>[O:18]=[C:16]1[NH:15][C:14](=[O:19])[CH:13]([CH2:12][C:11]2[CH:20]=[CH:21][C:8]([N:5]3[CH2:6][CH2:7][CH:2]([NH:22][CH2:23][C@H:24]([OH:44])[CH2:25][O:26][C:27]4[CH:28]=[CH:29][C:30]([OH:43])=[C:31]([NH:33][S:34]([C:37]5[CH:38]=[CH:39][CH:40]=[CH:41][CH:42]=5)(=[O:35])=[O:36])[CH:32]=4)[CH2:3][CH2:4]3)=[CH:9][CH:10]=2)[S:17]1. Procedure: The title compound was prepared from 5-[4-(4-oxo-piperidine-1-yl)-benzyl]-thiazolidine-2,4-dione (which was obtained in Example 38) and N-[5-(3-amino-2-hydroxy-propoxy)-2-hydroxy-phenyl]-benzenesulfonamide (which was obtained in Example 21) according to the procedure of Example 73 as an off-white solid; mp >120° C. (decomposed); 1H NMR (300 MHz, DMSO-d6) δ 1.30-1.55 (m, 2H), 1.80-2.00 (m, 2H), 2.50-4.00 (m, 12H), 4.55 (dd, J=9.6, 4.0 Hz, 1H), 6.49 (dd, J=8.7, 2.9 Hz, 1H), 6.61 (d, J=8.7 Hz, 1H),...